From a dataset of the Open Reaction Database (ORD), a public repository of structured organic reaction records. describe an organic reaction: reactants, conditions, products, and yield The reactants are CC(=O)Cl, c1ccncc1, O=c1[nH]ncn1N=Cc1cccnc1. Yields the product CC(=O)n1ncn(N=Cc2cccnc2)c1=O. As a reaction SMILES: [CH3:1][C:2]([Cl:3])=[O:4].[cH:19]1[cH:20][cH:21][n:22][cH:23][cH:24]1.[n:5]1[cH:6][c:7]([CH:11]=[N:12][n:13]2[c:14](=[O:18])[nH:15][n:16][cH:17]2)[cH:8][cH:9][cH:10]1>>[CH3:1][C:2](=[O:4])[n:15]1[c:14](=[O:18])[n:13]([N:12]=[CH:11][c:7]2[cH:6][n:5][cH:10][cH:9][cH:8]2)[cH:17][n:16]1. Reactants: C(CCC)(=O)Cl (butyryl chloride), O[C@H]1[C@H](C(OC=2C1=C1N(C3=CC=C4C(=C3C(C1=C(C2)OC)=O)C=CC=C4)C)(C)C)O ((±)-Cis-1,2-Dihydroxy-6-methoxy-3,3,14-trimethyl-1,2,3,14-tetrahydro-7H-benzo[a]pyrano[3,2-h]acridin-7-one), C(CCC)(=O)Cl (butyryl chloride). Reagents/catalysts: CN(C1=CC=NC=C1)C (4-dimethylaminopyridine). Run in N1=CC=CC=C1 (pyridine). Run at time 72 hour. The product is C(CCC)(=O)O[C@@H]1[C@@H](C2=C3N(C4=CC=C5C(=C4C(C3=C(C=C2OC1(C)C)OC)=O)C=CC=C5)C)O ((±)-cis-1-Hydroxy-6-methoxy-3,3,14-trimethyl-7-oxo-2,3,7,14-tetrahydro-1H-benzo[α]pyrano[3,2-h]acridin-2-yl butyrate). Reaction SMILES: [C:1](Cl)(=[O:5])[CH2:2][CH2:3][CH3:4].[OH:7][C@@H:8]1[C:13]2=[C:14]3[C:23](=[C:24]([O:26][CH3:27])[CH:25]=[C:12]2[O:11][C:10]([CH3:35])([CH3:34])[C@@H:9]1[OH:36])[C:22](=[O:28])[C:21]1[C:16](=[CH:17][CH:18]=[C:19]2[CH:32]=[CH:31][CH:30]=[CH:29][C:20]2=1)[N:15]3[CH3:33]>CN(C)C1C=CN=CC=1.N1C=CC=CC=1>[C:1]([O:36][C@H:9]1[C:10]([CH3:34])([CH3:35])[O:11][C:12]2[C:13](=[C:14]3[C:23](=[C:24]([O:26][CH3:27])[CH:25]=2)[C:22](=[O:28])[C:21]2[C:16](=[CH:17][CH:18]=[C:19]4[CH:32]=[CH:31][CH:30]=[CH:29][C:20]4=2)[N:15]3[CH3:33])[C@H:8]1[OH:7])(=[O:5])[CH2:2][CH2:3][CH3:4]. Reported procedure: Add 2 equivalents of butyryl chloride to a solution of 0.74 mmol of the compound of Example 4 in the presence of 4-dimethylaminopyridine in 7 ml of anhydrous pyridine. Stir at ambient temperature for 72 hours and then add 5 equivalents of butyryl chloride and resume stirring for 72 hours; then evaporate to dryness. Chromatography over silica gel allows the expected product to be isolated. Run in C(C)O (ethanol). The reagents and catalysts are [Pt]=O (platinum oxide). Run at time 8 hour. Procedure: A mixture of N-(3-tert-butylphenyl)-2-(3-fluorophenyl)nicotinamide (501.2 mg, 1.4 mmol), platinum oxide (51.9 mg, 0.21 mmol), and concentrated HCl (400 μL, 5.2 mmol) in 5 mL of ethanol was stirred vigorously under hydrogen balloon overnight. The mixture was filtered, and the solids washed with 25 mL of methanol three times. The combined solution was dried under reduced pressure. To the residue was added 30 mL of saturated sodium bicarbonate and 150 mL of EtOAc. The organic layer was separated, a... Yields the product C(C)(C)(C)C=1C=C(C=CC1)NC(=O)C1C(NCCC1)C1=CC(=CC=C1)F (2-(3-fluorophenyl)piperidine-3-carboxylic acid (3-tert-butylphenyl)amide). Reactants: C(C)(C)(C)C=1C=C(C=CC1)NC(C1=C(N=CC=C1)C1=CC(=CC=C1)F)=O (N-(3-tert-butylphenyl)-2-(3-fluorophenyl)nicotinamide), Cl (HCl). Reaction SMILES: [C:1]([C:5]1[CH:6]=[C:7]([NH:11][C:12](=[O:26])[C:13]2[CH:18]=[CH:17][CH:16]=[N:15][C:14]=2[C:19]2[CH:24]=[CH:23][CH:22]=[C:21]([F:25])[CH:20]=2)[CH:8]=[CH:9][CH:10]=1)([CH3:4])([CH3:3])[CH3:2].Cl>C(O)C.[Pt]=O>[C:1]([C:5]1[CH:6]=[C:7]([NH:11][C:12]([CH:13]2[CH2:18][CH2:17][CH2:16][NH:15][CH:14]2[C:19]2[CH:24]=[CH:23][CH:22]=[C:21]([F:25])[CH:20]=2)=[O:26])[CH:8]=[CH:9][CH:10]=1)([CH3:4])([CH3:2])[CH3:3]. The reactants are FC(OC1=CC=C(CBr)C=C1)(F)F (4-(trifluoromethoxy)benzyl bromide), Grignard reagent, [Cl-].[NH4+] (ammonium chloride), [Mg] (magnesium), CN(C)C(C1C(CCCC1)=O)C1=CC=CC=C1 (2-(dimethylaminophenylmethyl)cyclohexanone), crude base. The solvent is CCOCC (ether), CCOCC (ether), CCOCC (ether). The product is Cl.CN(C)C(C1C(CCCC1)(O)CC1=CC=C(C=C1)OC(F)(F)F)C1=CC=CC=C1 (2-(dimethylaminophenylmethyl)-1-(4-trifluoromethoxybenzyl)cyclohexanol, hydrochloride). Yield: 41.7%. RXN SMILES: [Mg].[F:2][C:3]([F:14])([F:13])[O:4][C:5]1[CH:12]=[CH:11][C:8]([CH2:9]Br)=[CH:7][CH:6]=1.[CH3:15][N:16]([CH:18]([C:26]1[CH:31]=[CH:30][CH:29]=[CH:28][CH:27]=1)[CH:19]1[CH2:24][CH2:23][CH2:22][CH2:21][C:20]1=[O:25])[CH3:17].[Cl-:32].[NH4+]>CCOCC>[ClH:32].[CH3:17][N:16]([CH:18]([C:26]1[CH:27]=[CH:28][CH:29]=[CH:30][CH:31]=1)[CH:19]1[CH2:24][CH2:23][CH2:22][CH2:21][C:20]1([CH2:9][C:8]1[CH:11]=[CH:12][C:5]([O:4][C:3]([F:14])([F:13])[F:2])=[CH:6][CH:7]=1)[OH:25])[CH3:15] |f:3.4,6.7|. Reported procedure: 0.10 g (4.2 mmole) of magnesium turnings was stirred in 10 ml of ether of analysis purity. 1.0 g (4.2 mmole) of 4-(trifluoromethoxy)benzyl bromide dissolved in 10 ml of ether was added dropwise so that the reaction mixture boiled gently. After completion of the addition the reaction mixture was stirred for a further hour at RT. 0.8 g (3.5 mmole) of the 2-(dimethylaminophenylmethyl)cyclohexanone prepared according to Example 1 was dissolved in 10 ml of ether, added dropwise to the Grignard reagen... Starting materials: C(C)OC(=O)C=1NC(=C(C1CC)CCC(=O)OCC)C=O (5-formyl-4-(2-ethoxycarbonylethyl)-3-ethyl-1H-pyrrole-2-carboxylic acid ethyl ester), C(C)OC=1C=C(C=CC1)C1=CC=C2CC(NC2=C1)=O (6-(3-ethoxyphenyl)-2-oxindole). Reported procedure: A mixture of 5-formyl-4-(2-ethoxycarbonylethyl)-3-ethyl-1H-pyrrole-2-carboxylic acid ethyl ester (281 mg), 6-(3-ethoxyphenyl)-2-oxindole (304 mg), and piperidine (2 drops) in ethanol (5 mL) were held at 90° C. overnight. The precipitate that formed was filtered, washed with ethanol. The precipitate, an orange solid, was stirred with potassium hydroxide (4 pellets) in ethanol (3 mL) at 90° C. for 2.5 hours. The reaction mixture was cooled and concentrated. The residue was dissolved into water and... As a reaction SMILES: C([O:3][C:4]([C:6]1[NH:7][C:8]([CH:20]=O)=[C:9]([CH2:13][CH2:14][C:15]([O:17]CC)=[O:16])[C:10]=1[CH2:11]C)=[O:5])C.[CH2:22]([O:24][C:25]1[CH:26]=[C:27]([C:31]2[CH:39]=[C:38]3[C:34]([CH2:35][C:36](=[O:40])[NH:37]3)=[CH:33][CH:32]=2)[CH:28]=[CH:29][CH:30]=1)[CH3:23]>N1CCCCC1.C(O)C>[C:15]([CH2:14][CH2:13][C:9]1[C:10]([CH3:11])=[C:6]([C:4]([OH:3])=[O:5])[NH:7][C:8]=1[CH:20]=[C:35]1[C:34]2[C:38](=[CH:39][C:31]([C:27]3[CH:28]=[CH:29][CH:30]=[C:25]([O:24][CH2:22][CH3:23])[CH:26]=3)=[CH:32][CH:33]=2)[NH:37][C:36]1=[O:40])([OH:17])=[O:16]. Yield: 84.4%. Solvent: C(C)O (ethanol). The product is C(=O)(O)CCC=1C(=C(NC1C=C1C(NC2=CC(=CC=C12)C1=CC(=CC=C1)OCC)=O)C(=O)O)C (4-(2-Carboxyethyl)-5-[6-(3-ethoxyphenyl)-2-oxo-1,2-dihydroindol-3-ylidenemethyl]-3-methyl-1H-pyrrole-2-carboxylic acid). The reagents and catalysts are N1CCCCC1 (piperidine). Reaction conditions: temperature 90 celsius, time 8 hour. The reactants are C(C)N (ethylamine), C1(=CC=CC=C1)C=1OC(=CC(C1C(=O)OCC)=O)C1=CC=CC=C1 (2,6-diphenyl-3-ethoxycarbonyl-pyr-4-one), CO (methanol), C(C)(=O)O (acetic acid). Run in O (water), O (water). Run at time 24 hour. The product is C(C)N1C(=C(C(=O)OCC)C(C=C1C1=CC=CC=C1)=O)C1=CC=CC=C1 (ethyl 1-ethyl-2,6-diphenyl-4-oxonicotinate). As a reaction SMILES: [C:1]1([C:7]2O[C:9]([C:19]3[CH:24]=[CH:23][CH:22]=[CH:21][CH:20]=3)=[CH:10][C:11](=[O:18])[C:12]=2[C:13]([O:15][CH2:16][CH3:17])=[O:14])[CH:6]=[CH:5][CH:4]=[CH:3][CH:2]=1.CO.C(O)(=O)C.[CH2:31]([NH2:33])[CH3:32]>O>[CH2:31]([N:33]1[C:9]([C:19]2[CH:24]=[CH:23][CH:22]=[CH:21][CH:20]=2)=[CH:10][C:11](=[O:18])[C:12]([C:13]([O:15][CH2:16][CH3:17])=[O:14])=[C:7]1[C:1]1[CH:6]=[CH:5][CH:4]=[CH:3][CH:2]=1)[CH3:32]. Procedure: 3.5 gms of 2,6-diphenyl-3-ethoxycarbonyl-pyr-4-one, 33 mls of methanol, 5 mls of water and 2 mls of glacial acetic acid were mixed. 7.6 mls of 70% aqueous ethylamine was then added slowly and the resulting mixture was allowed to stand at room temperature for 24 hours. The mixture was then diluted with 100 mls of water. The pH was adjusted to 2. Extraction with methylene chloride and evaporation of the solvent provided 3.0 gms of crude ethyl 1-ethyl-2,6-diphenyl-4-oxonicotinate as a brown oil. Th...